This data is from the Open Reaction Database (ORD), a public repository of structured organic reaction records. The task is: describe an organic reaction: reactants, conditions, products, and yield Starting materials: N(=NC(=O)OCC)C(=O)OCC (diethyl azodicarboxylate), COCCO (2-methoxyethanol), C1(=CC=CC=C1)P(C1=CC=CC=C1)C1=CC=CC=C1 (triphenylphosphine), FC(C=1C=C(CN(C2=NC=C(C=N2)O)CC2=C(C=CC(=C2)C(F)(F)F)N(CCCCCC(=O)OCC)CC)C=C(C1)C(F)(F)F)(F)F (Ethyl 6-[(2-{[(3,5-bis-trifluoromethyl-benzyl)-(5-hydroxy-pyrimidin-2-yl)-amino]-methyl}-4-trifluoromethyl-phenyl)-ethyl-amino]-hexanoate). The solvent is C1(=CC=CC=C1)C (toluene), O1CCCC1 (tetrahydrofuran), [Cl-].[Na+].O (brine). Reaction conditions: time 1 hour. The product is FC(C=1C=C(CN(C2=NC=C(C=N2)OCCOC)CC2=C(C=CC(=C2)C(F)(F)F)N(CCCCCC(=O)OCC)CC)C=C(C1)C(F)(F)F)(F)F (ethyl 6-{[2-({(3,5-bis-trifluoromethyl-benzyl)-[5-(2-methoxy-ethoxy)-pyrimidin-2-yl]-amino}-methyl)-4-trifluoromethyl-phenyl]-ethyl-amino}-hexanoate). RXN SMILES: [F:1][C:2]([F:47])([F:46])[C:3]1[CH:4]=[C:5]([CH:39]=[C:40]([C:42]([F:45])([F:44])[F:43])[CH:41]=1)[CH2:6][N:7]([CH2:15][C:16]1[CH:21]=[C:20]([C:22]([F:25])([F:24])[F:23])[CH:19]=[CH:18][C:17]=1[N:26]([CH2:37][CH3:38])[CH2:27][CH2:28][CH2:29][CH2:30][CH2:31][C:32]([O:34][CH2:35][CH3:36])=[O:33])[C:8]1[N:13]=[CH:12][C:11]([OH:14])=[CH:10][N:9]=1.[CH3:48][O:49][CH2:50][CH2:51]O.C1(P(C2C=CC=CC=2)C2C=CC=CC=2)C=CC=CC=1.N(C(OCC)=O)=NC(OCC)=O>O1CCCC1.C1(C)C=CC=CC=1.[Cl-].[Na+].O>[F:47][C:2]([F:1])([F:46])[C:3]1[CH:4]=[C:5]([CH:39]=[C:40]([C:42]([F:43])([F:44])[F:45])[CH:41]=1)[CH2:6][N:7]([CH2:15][C:16]1[CH:21]=[C:20]([C:22]([F:25])([F:24])[F:23])[CH:19]=[CH:18][C:17]=1[N:26]([CH2:37][CH3:38])[CH2:27][CH2:28][CH2:29][CH2:30][CH2:31][C:32]([O:34][CH2:35][CH3:36])=[O:33])[C:8]1[N:9]=[CH:10][C:11]([O:14][CH2:51][CH2:50][O:49][CH3:48])=[CH:12][N:13]=1 |f:6.7.8|. Procedure: Ethyl 6-[(2-{[(3,5-bis-trifluoromethyl-benzyl)-(5-hydroxy-pyrimidin-2-yl)-amino]-methyl}-4-trifluoromethyl-phenyl)-ethyl-amino]-hexanoate (120 mg) is dissolved in tetrahydrofuran (1 ml), and thereto are added 2-methoxyethanol (21 μl) and triphenylphosphine (69 mg), and thereto is added dropwise 40% diethyl azodicarboxylate in toluene (115 μl) under water-cooling, and the mixture is stirred at room temperature for 1 hour. To the reaction mixture is added a saturated brine, and the mixture is extr...